This data is from the Open Reaction Database (ORD), a public repository of structured organic reaction records. The task is: describe an organic reaction: reactants, conditions, products, and yield Starting materials: CC1=NC=2N(C(=C1)O)N=C(N2)C(C)C (5-methyl-2-(1-methylethyl)[1,2,4]triazolo[1,5-a]pyrimidin-7-ol), P(=O)(Cl)(Cl)Cl (phosphorous oxychloride), C(=O)([O-])[O-].[Na+].[Na+] (Na2CO3). The solvent is O (water). Product: ClC1=CC(=NC=2N1N=C(N2)C(C)C)C (7-chloro-5-methyl-2-(1-methylethyl)[1,2,4]triazolo[1,5-a]pyrimidine). Reaction SMILES: [CH3:1][C:2]1[CH:7]=[C:6](O)[N:5]2[N:9]=[C:10]([CH:12]([CH3:14])[CH3:13])[N:11]=[C:4]2[N:3]=1.P(Cl)(Cl)([Cl:17])=O.C([O-])([O-])=O.[Na+].[Na+]>O>[Cl:17][C:6]1[N:5]2[N:9]=[C:10]([CH:12]([CH3:14])[CH3:13])[N:11]=[C:4]2[N:3]=[C:2]([CH3:1])[CH:7]=1 |f:2.3.4|. Procedure: A suspension of Intermediate 17 (0.225 g, 1.171 mmol) in phosphorous oxychloride (ALDRICH, 0.327 ml, 3.51 mmol) was heated under reflux for 1 h. The reaction mixture was added dropwise into iced water, neutralized with solid Na2CO3 and product was extracted with DCM. The combined organic layers were washed with brine and dried over anhydrous Na2SO4. A brown oil was obtained upon solvent removal in vacuo which was purified by flash chromatography (Si, eluting with Hexane:EtOAc mixtures from 100:0... As a reaction SMILES: [BH4-].[Li+].Cl[Si](C)(C)C.C([O:15][C:16]1[CH:21]=[C:20]([C:22]([CH3:25])([CH3:24])[CH3:23])[CH:19]=[C:18]([C:26]([CH3:29])([CH3:28])[CH3:27])[C:17]=1[CH:30]=[CH:31][N+:32]([O-])=O)C1C=CC=CC=1.CO>C1COCC1>[C:26]([C:18]1[C:17]([CH2:30][CH2:31][NH:32][CH:16]2[CH2:21][CH2:20][CH2:19][CH2:18][CH2:17]2)=[C:16]([OH:15])[CH:21]=[C:20]([C:22]([CH3:24])([CH3:23])[CH3:25])[CH:19]=1)([CH3:29])([CH3:27])[CH3:28] |f:0.1|. Procedure details: To a suspension of 0.10 g (4.59 mmol) of lithium borohydride in 3 mL THF was carefully added 1.3 mL (10.2 mmol) of chlorotrimethylsilane. The reaction mixture was stirred for 2 min and then a solution of 0.367 g (1.0 mmol) of 1-(benzyloxy)-3,5-di-tert-butyl-2-[2-nitrovinyl]benzene from Step B of Example 75 dissolved in 1.5 mL of anhydrous THF was slowly added. The resulting reaction mixture was stirred overnight at room temperature then cooled using an external ice water bath and 15 mL of methan... Conditions: time 2 minute. Yields the product C(C)(C)(C)C=1C(=C(C=C(C1)C(C)(C)C)O)CCNC1CCCCC1 (3,5-Di-tert-butyl-2-[2-(cyclohexylamino)ethyl]phenol). The solvent is C1CCOC1 (THF), C1CCOC1 (THF). Starting materials: C(C1=CC=CC=C1)OC1=C(C(=CC(=C1)C(C)(C)C)C(C)(C)C)C=C[N+](=O)[O-] (1-(benzyloxy)-3,5-di-tert-butyl-2-[2-nitrovinyl]benzene), CO (methanol), [BH4-].[Li+] (lithium borohydride), Cl[Si](C)(C)C (chlorotrimethylsilane). Starting materials: [OH-].[Na+] (sodium hydroxide), S1C=C(C=C1)COCC(=O)OCC (ethyl 3-thienylmethoxyacetate), C(C)(=O)O (acetic acid). The solvent is C(C)O (ethanol). The product is S1C=C(C=C1)COCC(=O)O (3-thienylmethoxyacetic acid). The yield is 96.9%. RXN SMILES: [S:1]1[CH:5]=[CH:4][C:3]([CH2:6][O:7][CH2:8][C:9]([O:11]CC)=[O:10])=[CH:2]1.[OH-].[Na+].C(O)(=O)C>C(O)C>[S:1]1[CH:5]=[CH:4][C:3]([CH2:6][O:7][CH2:8][C:9]([OH:11])=[O:10])=[CH:2]1 |f:1.2|. Procedure: 0.9 g of the resulting ether compound was dissolved in 10 ml of ethanol, and an aqueous solution(10 ml) of 1.44 g of sodium hydroxide was added. The mixture was refluxed for 4 hours, and then acetic acid was added to the solution to acidify it. The solvent was evaporated, and ethyl acetate and water were added. The organic layer separated was worked up in a customary manner to give 0.75 g of the captioned compound as a colorless oil. Reactants: OC1=CC=C(C=2C(C3=C(C=CC(=C3C(C12)=O)O)O)=O)O (1,4,5,8-tetrahydroxy-9,10-anthracenedione), NCCNCCO (2-(2-aminoethylamino)ethanol), CN(CCN(C)C)C (N,N,N',N'-tetramethylethylenediamine). Run at time 60 hour. Product: OCCNCCNC1=CC=C(C=2C(C3=C(C=CC(=C3C(C12)=O)O)O)=O)O (1-[[2-(2-Hydroxyethylamino)ethyl]amino]-4,5,8-trihydroxyanthraquinone). Reaction SMILES: O[C:2]1[C:15]2[C:14](=[O:16])[C:13]3[C:8](=[C:9]([OH:18])[CH:10]=[CH:11][C:12]=3[OH:17])[C:7](=[O:19])[C:6]=2[C:5]([OH:20])=[CH:4][CH:3]=1.[NH2:21][CH2:22][CH2:23][NH:24][CH2:25][CH2:26][OH:27].CN(C)CCN(C)C>>[OH:27][CH2:26][CH2:25][NH:24][CH2:23][CH2:22][NH:21][C:2]1[C:15]2[C:14](=[O:16])[C:13]3[C:8](=[C:9]([OH:18])[CH:10]=[CH:11][C:12]=3[OH:17])[C:7](=[O:19])[C:6]=2[C:5]([OH:20])=[CH:4][CH:3]=1. Reported procedure: A suspension of 5.44 g. of 1,4,5,8-tetrahydroxy-9,10-anthracenedione [P. G. Marshall, J.C.S., 254 (1937)] in a solution of 2.08 g. of 2-(2-aminoethylamino)ethanol in 50 ml. of N,N,N',N'-tetramethylethylenediamine is stirred and heated under reflux for 17 hours, then allowed to cool. The solid is collected by filtration and washed 3 times with N,N,N',N'-tetramethylethylenediamine, then twice with hexane. The first filtrate and the diamine washings are combined and the solution is allowed to stand... The reactants are O1CCCC1 (tetrahydrofuran), O=C1C(O)=C([O-])[C@H](O1)[C@@H](O)CO.NC1=NC=C(C2=C1C(=CS2)C2=CC=C(C=C2)NC(=O)NC2=CC(=CC=C2)F)C=2C=NN(C2)CCO (N-(4-{4-amino-7-[1-(2-hydroxyethyl)-1H-pyrazol-4-yl]thieno[3,2-c]pyridin-3-yl}phenyl)-N′-(3-fluorophenyl)urea ascorbate), VII. Solvent: O (water). Yields the product NC1=NC=C(C2=C1C(=CS2)C2=CC=C(C=C2)NC(=O)NC2=CC(=CC=C2)F)C=2C=NN(C2)CCO (N-(4-{4-amino-7-[1-(2-hydroxyethyl)-1H-pyrazol-4-yl]thieno[3,2-c]pyridin-3-yl}phenyl)-N′-(3-fluorophenyl)urea), O=C1C(O)=C(O)[C@H](O1)[C@@H](O)CO (ascorbic acid). RXN SMILES: [O:1]=[C:2]1[O:8][C@H:7]([C@H:9]([CH2:11][OH:12])[OH:10])[C:5]([O-:6])=[C:3]1[OH:4].[NH2:13][C:14]1[C:19]2[C:20]([C:23]3[CH:28]=[CH:27][C:26]([NH:29][C:30]([NH:32][C:33]4[CH:38]=[CH:37][CH:36]=[C:35]([F:39])[CH:34]=4)=[O:31])=[CH:25][CH:24]=3)=[CH:21][S:22][C:18]=2[C:17]([C:40]2[CH:41]=[N:42][N:43]([CH2:45][CH2:46][OH:47])[CH:44]=2)=[CH:16][N:15]=1.O1CCCC1>O>[NH2:13][C:14]1[C:19]2[C:20]([C:23]3[CH:24]=[CH:25][C:26]([NH:29][C:30]([NH:32][C:33]4[CH:38]=[CH:37][CH:36]=[C:35]([F:39])[CH:34]=4)=[O:31])=[CH:27][CH:28]=3)=[CH:21][S:22][C:18]=2[C:17]([C:40]2[CH:41]=[N:42][N:43]([CH2:45][CH2:46][OH:47])[CH:44]=2)=[CH:16][N:15]=1.[O:1]=[C:2]1[O:8][C@H:7]([C@H:9]([CH2:11][OH:12])[OH:10])[C:5]([OH:6])=[C:3]1[OH:4] |f:0.1|. Procedure: There is further provided a process for preparing N-(4-{4-amino-7-[1-(2-hydroxyethyl)-1H-pyrazol-4-yl]thieno[3,2-c]pyridin-3-yl}phenyl)-N′-(3-fluorophenyl)urea ascorbate in a solid crystalline form, wherein the crystalline form is Form VII, comprising: a) providing a mixture comprising (i) N-(4-{4-amino-7-[1-(2-hydroxyethyl)-1H-pyrazol-4-yl]thieno[3,2-c]pyridin-3-yl}phenyl)-N′-(3-fluorophenyl)urea free base solid, tetrahydrofuran, water, and ascorbic acid; b) causing N-(4-{4-amino-7-[1-(2-hydrox...